describe an organic reaction: reactants, conditions, products, and yield From a dataset of the Open Reaction Database (ORD), a public repository of structured organic reaction records. Starting materials: [BH4-], O=Cc1cnccc1Br, CCO, CCOC(C)=O, [Na+]. The product is OCc1cnccc1Br. Reaction SMILES: [BH4-:10].[Br:1][c:2]1[c:3]([CH:8]=[O:9])[cH:4][n:5][cH:6][cH:7]1.[CH3:12][CH2:13][OH:14].[CH3:15][CH2:16][O:17][C:18](=[O:19])[CH3:20].[Na+:11]>>[Br:1][c:2]1[c:3]([CH2:8][OH:9])[cH:4][n:5][cH:6][cH:7]1. Procedure: Following the general method as outlined in Intermediate 20, starting from (4-chloro-2-ethynyl-phenoxy)-acetic acid tert-butyl ester (Intermediate 3) and 4-(3-bromobenzoyl)morpholine (Intermediate 178), the title compound was obtained as a brown sticky solid after purification by flash column chromatography (silica), eluting with cyclohexane containing increasing amounts of EtOAc. The reactants are Intermediate 20, BrC=1C=C(C(=O)N2CCOCC2)C=CC1 (4-(3-bromobenzoyl)morpholine), BrC=1C=C(C(=O)N2CCOCC2)C=CC1 (4-(3-bromobenzoyl)morpholine), C(C)(C)(C)OC(COC1=C(C=C(C=C1)Cl)C#C)=O (tert-butyl(4-chloro-2-ethynylphenoxy)acetate), C(C)(C)(C)OC(COC1=C(C=C(C=C1)Cl)C#C)=O (tert-butyl(4-chloro-2-ethynylphenoxy)acetate). As a reaction SMILES: [C:1]([O:5][C:6](=[O:18])[CH2:7][O:8][C:9]1[CH:14]=[CH:13][C:12]([Cl:15])=[CH:11][C:10]=1[C:16]#[CH:17])([CH3:4])([CH3:3])[CH3:2].Br[C:20]1[CH:21]=[C:22]([CH:31]=[CH:32][CH:33]=1)[C:23]([N:25]1[CH2:30][CH2:29][O:28][CH2:27][CH2:26]1)=[O:24]>>[C:1]([O:5][C:6](=[O:18])[CH2:7][O:8][C:9]1[CH:14]=[CH:13][C:12]([Cl:15])=[CH:11][C:10]=1[C:16]#[C:17][C:20]1[CH:33]=[CH:32][CH:31]=[C:22]([C:23]([N:25]2[CH2:30][CH2:29][O:28][CH2:27][CH2:26]2)=[O:24])[CH:21]=1)([CH3:4])([CH3:3])[CH3:2]. The product is C(C)(C)(C)OC(COC1=C(C=C(C=C1)Cl)C#CC1=CC(=CC=C1)C(=O)N1CCOCC1)=O (tert-butyl(4-chloro-2-{[3-(morpholin-4-ylcarbonyl)phenyl]ethynyl}phenoxy)acetate). Procedure: 2-(2-Naphthylmethyl)-3-anilinoacrylonitrile (6.65 g, 23.4 mmol) was dissolved in absolute ethanol (225 ml) and heated to reflux. A solution of sodium methylate (4.27 g, 79 mmol) in ethanol (75 ml) was mixed with guanidine hydrochloride (6.87 g, 72 mmol), filtered from salt, and added to the solution of 2-(2-naphthylmethyl)-3-anilinoacrylonitrile. The mixture was then refluxed for 8 hours, and allowed to stand at room temperature overnight. A yellow precipitate formed, which was isolated (2.66 g)... Product: NC1=NC=C(C(=N1)N)CC1=CC2=CC=CC=C2C=C1 (2,4-diamino-5-(2-naphthylmethyl)pyrimidine). As a reaction SMILES: [CH:1]1[C:10]2[C:5](=[CH:6][CH:7]=[CH:8][CH:9]=2)[CH:4]=[CH:3][C:2]=1[CH2:11][C:12](=[CH:15]NC1C=CC=CC=1)[C:13]#[N:14].C[O-].[Na+].Cl.[NH2:27][C:28]([NH2:30])=[NH:29]>C(O)C>[NH2:29][C:28]1[N:30]=[C:13]([NH2:14])[C:12]([CH2:11][C:2]2[CH:3]=[CH:4][C:5]3[C:10](=[CH:9][CH:8]=[CH:7][CH:6]=3)[CH:1]=2)=[CH:15][N:27]=1 |f:1.2,3.4|. Yield: 51.2%. Reaction conditions: time 8 hour. Starting materials: C[O-].[Na+] (sodium methylate), Cl.NC(=N)N (guanidine hydrochloride), C1=C(C=CC2=CC=CC=C12)CC(C#N)=CNC1=CC=CC=C1 (2-(2-Naphthylmethyl)-3-anilinoacrylonitrile). The solvent is C(C)O (ethanol), C(C)O (ethanol). The reactants are O=C([O-])[O-], CC#N, NC(=O)c1cc2c(OCCCCl)cccc2[nH]1, [I-], [K+], [K+], c1c(N2CCCC2)nc(N2CCCC2)nc1N1CCNCC1, [Na+]. The product is NC(=O)c1cc2c(OCCCN3CCN(c4cc(N5CCCC5)nc(N5CCCC5)n4)CC3)cccc2[nH]1. As a reaction SMILES: [C:40](=[O:41])([O-:42])[O-:43].[CH3:48][C:49]#[N:50].[Cl:1][CH2:2][CH2:3][CH2:4][O:5][c:6]1[c:7]2[cH:8][c:9]([C:15](=[O:16])[NH2:17])[nH:10][c:11]2[cH:12][cH:13][cH:14]1.[I-:47].[K+:44].[K+:45].[N:18]1([c:24]2[n:25][c:26]([N:35]3[CH2:36][CH2:37][CH2:38][CH2:39]3)[n:27][c:28]([N:30]3[CH2:31][CH2:32][CH2:33][CH2:34]3)[cH:29]2)[CH2:19][CH2:20][NH:21][CH2:22][CH2:23]1.[Na+:46]>>[CH2:2]([CH2:3][CH2:4][O:5][c:6]1[c:7]2[cH:8][c:9]([C:15](=[O:16])[NH2:17])[nH:10][c:11]2[cH:12][cH:13][cH:14]1)[N:21]1[CH2:20][CH2:19][N:18]([c:24]2[n:25][c:26]([N:35]3[CH2:36][CH2:37][CH2:38][CH2:39]3)[n:27][c:28]([N:30]3[CH2:31][CH2:32][CH2:33][CH2:34]3)[cH:29]2)[CH2:23][CH2:22]1. Starting materials: FC(C=1C=C(CN2C(N(C(C2)C2=C(C=CC(=C2)C(F)(F)F)C2=C(C=C(C(=C2)C(C)C)F)OC)CC2=CC=C(C=C2)OC)=O)C=C(C1)C(F)(F)F)(F)F (1-[3,5-bis(trifluoromethyl)benzyl]-4-[4′-fluoro-5′-isopropyl-2′-methoxy-4-(trifluoromethyl)biphenyl-2-yl]-3-(4-methoxybenzyl)imidazolidin-2-one). Run in C(=O)(C(F)(F)F)O (TFA). Conditions: time 1.45 minute. Product: FC(C=1C=C(CN2C(NC(C2)C2=C(C=CC(=C2)C(F)(F)F)C2=C(C=C(C(=C2)C(C)C)F)OC)=O)C=C(C1)C(F)(F)F)(F)F (1-[3,5-bis(trifluoromethyl)benzyl]-4-[4′-fluoro-5′-isopropyl-2′-methoxy-4-(trifluoromethyl)biphenyl-2-yl]imidazolidin-2-one). As a reaction SMILES: [F:1][C:2]([F:52])([F:51])[C:3]1[CH:4]=[C:5]([CH:44]=[C:45]([C:47]([F:50])([F:49])[F:48])[CH:46]=1)[CH2:6][N:7]1[CH2:11][CH:10]([C:12]2[CH:17]=[C:16]([C:18]([F:21])([F:20])[F:19])[CH:15]=[CH:14][C:13]=2[C:22]2[CH:27]=[C:26]([CH:28]([CH3:30])[CH3:29])[C:25]([F:31])=[CH:24][C:23]=2[O:32][CH3:33])[N:9](CC2C=CC(OC)=CC=2)[C:8]1=[O:43]>C(O)(C(F)(F)F)=O>[F:51][C:2]([F:1])([F:52])[C:3]1[CH:4]=[C:5]([CH:44]=[C:45]([C:47]([F:49])([F:50])[F:48])[CH:46]=1)[CH2:6][N:7]1[CH2:11][CH:10]([C:12]2[CH:17]=[C:16]([C:18]([F:19])([F:20])[F:21])[CH:15]=[CH:14][C:13]=2[C:22]2[CH:27]=[C:26]([CH:28]([CH3:30])[CH3:29])[C:25]([F:31])=[CH:24][C:23]=2[O:32][CH3:33])[NH:9][C:8]1=[O:43]. Procedure: A solution of 15 mg of 1-[3,5-bis(trifluoromethyl)benzyl]-4-[4′-fluoro-5′-isopropyl-2′-methoxy-4-(trifluoromethyl)biphenyl-2-yl]-3-(4-methoxybenzyl)imidazolidin-2-one in 0.5 mL of TFA was stirred overnight at r.t. The reaction mixture was concentrated and then purified by reverse-phase HPLC [Waters XTerra C8 19×25 mm column, eluting at 20 mL/min with 90% water (0.1% TFA) to 100% acetonitrile (0.1% TFA) over 5.15 min, hold for 1.45 min, then back to 90% water over 0.5 min] to provide the title co... Reactants: CCOC(=O)c1ccc(N)cc1, CC(C)(C)CCCCCCCCCCCCBr, CN(C)P(=O)(N(C)C)N(C)C. Product: CCOC(=O)c1ccc(NCCCCCCCCCCCCC(C)(C)C)cc1. Reaction SMILES: [CH3:18][CH2:19][O:20][C:21](=[O:22])[c:23]1[cH:24][cH:25][c:26]([NH2:27])[cH:28][cH:29]1.[CH3:1][C:2]([CH2:3][CH2:4][CH2:5][CH2:6][CH2:7][CH2:8][CH2:9][CH2:10][CH2:11][CH2:12][CH2:13][CH2:14][Br:15])([CH3:16])[CH3:17].[CH3:30][N:31]([P:32]([N:33]([CH3:34])[CH3:35])([N:36]([CH3:37])[CH3:38])=[O:39])[CH3:40]>>[CH3:1][C:2]([CH2:3][CH2:4][CH2:5][CH2:6][CH2:7][CH2:8][CH2:9][CH2:10][CH2:11][CH2:12][CH2:13][CH2:14][NH:27][c:26]1[cH:25][cH:24][c:23]([C:21]([O:20][CH2:19][CH3:18])=[O:22])[cH:29][cH:28]1)([CH3:16])[CH3:17].